This data is from the Open Reaction Database (ORD), a public repository of structured organic reaction records. The task is: describe an organic reaction: reactants, conditions, products, and yield Reactants: ClC1=NC(=NC(=C1CC)C)C1=CC=CC=C1 (4-chloro-5-ethyl-6-methyl-2-phenylpyrimidine), NCC(=O)N(CCC)CCC (2-amino-N,N-dipropylacetamide), NCC(=O)N(C)C1=CC=C(C=C1)Cl (2-amino-N-(4-chlorophenyl)-N-methylacetamide), ClC1=NC(=NC(=C1C)C)C1=CC=CC=C1 (4-chloro-5,6-dimethyl-2-phenylpyrimidine). Product: ClC1=CC=C(C=C1)N(C(CNC1=NC(=NC(=C1CC)C)C1=CC=CC=C1)=O)C (N-(4-chlorophenyl)-2-(5-ethyl-6-methyl-2-phenyl-4-pyrimidinylamino)-N-methylacetamide). Reaction SMILES: Cl[C:2]1[C:7]([CH2:8][CH3:9])=[C:6]([CH3:10])[N:5]=[C:4]([C:11]2[CH:16]=[CH:15][CH:14]=[CH:13][CH:12]=2)[N:3]=1.[NH2:17][CH2:18][C:19]([N:21]([C:23]1[CH:28]=[CH:27][C:26]([Cl:29])=[CH:25][CH:24]=1)[CH3:22])=[O:20].ClC1C(C)=C(C)N=C(C2C=CC=CC=2)N=1.NCC(N(CCC)CCC)=O>>[Cl:29][C:26]1[CH:25]=[CH:24][C:23]([N:21]([CH3:22])[C:19](=[O:20])[CH2:18][NH:17][C:2]2[C:7]([CH2:8][CH3:9])=[C:6]([CH3:10])[N:5]=[C:4]([C:11]3[CH:16]=[CH:15][CH:14]=[CH:13][CH:12]=3)[N:3]=2)=[CH:28][CH:27]=1. Reported procedure: The same procedures as Example 1 are repeated except that 4-chloro-5-ethyl-6-methyl-2-phenylpyrimidine and 2-amino-N-(4-chlorophenyl)-N-methylacetamide are used instead of 4-chloro-5,6-dimethyl-2-phenylpyrimidine and 2-amino-N,N-dipropylacetamide, respectively. The product thus obtained is recrystallized from isopropanol to give the desired compound, m.p. 142-143° C. Reagents/catalysts: C=1C=CC(=CC1)[P](C=2C=CC=CC2)(C=3C=CC=CC3)[Pd]([P](C=4C=CC=CC4)(C=5C=CC=CC5)C=6C=CC=CC6)([P](C=7C=CC=CC7)(C=8C=CC=CC8)C=9C=CC=CC9)[P](C=1C=CC=CC1)(C=1C=CC=CC1)C=1C=CC=CC1 (tetrakis(triphenylphosphine)palladium(0)). Product: FC1=C(C(=CC=C1OC(F)(F)F)C1=CC=C(C=C1)CCCCC)C=O (3-fluoro-4′-pentyl-4-(trifluoromethoxy)biphenyl-2-carbaldehyde). Starting materials: BrC1=C(C=O)C(=C(C=C1)OC(F)(F)F)F (2-Bromo-6-fluoro-5-trifluoromethoxybenzaldehyde), C(CCCC)C1=CC=C(C=C1)OB(O)O (4-pentylphenylboric acid), [F-].[Cs+] (cesium fluoride), COC(C)(C)C (tert-butyl methyl ether). Solvent: C(OC)COC (dimethoxyethane), O (water). Procedure: A mixture of 98 mmol of 2-bromo-6-fluoro-5-trifluoromethoxybenzaldehyde (Example 1), 112 mmol of 4-pentylphenylboric acid, 225 mmol of cesium fluoride (anhydrous) and 3.4 mmol of tetrakis(triphenylphosphine)palladium(0) in 480 ml of dimethoxyethane is heated to boiling until the reaction is complete. After cooling, the reaction mixture is admixed with tert-butyl methyl ether and water. The organic phase is washed with water and saturated NaCl solution and dried over sodium sulfate, and the solve... Reaction SMILES: Br[C:2]1[CH:9]=[CH:8][C:7]([O:10][C:11]([F:14])([F:13])[F:12])=[C:6]([F:15])[C:3]=1[CH:4]=[O:5].[CH2:16]([C:21]1[CH:26]=[CH:25][C:24](OB(O)O)=[CH:23][CH:22]=1)[CH2:17][CH2:18][CH2:19][CH3:20].[F-].[Cs+].COC(C)(C)C>C(COC)OC.C1C=CC([P]([Pd]([P](C2C=CC=CC=2)(C2C=CC=CC=2)C2C=CC=CC=2)([P](C2C=CC=CC=2)(C2C=CC=CC=2)C2C=CC=CC=2)[P](C2C=CC=CC=2)(C2C=CC=CC=2)C2C=CC=CC=2)(C2C=CC=CC=2)C2C=CC=CC=2)=CC=1.O>[F:15][C:6]1[C:7]([O:10][C:11]([F:14])([F:13])[F:12])=[CH:8][CH:9]=[C:2]([C:24]2[CH:23]=[CH:22][C:21]([CH2:16][CH2:17][CH2:18][CH2:19][CH3:20])=[CH:26][CH:25]=2)[C:3]=1[CH:4]=[O:5] |f:2.3,^1:48,50,69,88|.